From a dataset of the Open Reaction Database (ORD), a public repository of structured organic reaction records. describe an organic reaction: reactants, conditions, products, and yield The reactants are [Cl-].[NH4+] (ammonium chloride), BrC1=CC=C(C=C1)Br (p-dibromobenzene), C[Sn](C)(C)Cl (trimethyltin chloride), C(CCC)[Li] (n-butyllithium). Run in C(C)OCC (diethyl ether). Run at temperature 50 celsius, time 1 minute. Product: BrC1=CC=C(C=C1)[Sn](C)(C)C (4-bromophenyltrimethyltin). The yield is 64.9%. Reaction SMILES: [Br:1][C:2]1[CH:7]=[CH:6][C:5](Br)=[CH:4][CH:3]=1.C([Li])CCC.[CH3:14][Sn:15](Cl)([CH3:17])[CH3:16].[Cl-].[NH4+]>C(OCC)C>[Br:1][C:2]1[CH:7]=[CH:6][C:5]([Sn:15]([CH3:17])([CH3:16])[CH3:14])=[CH:4][CH:3]=1 |f:3.4|. Procedure details: 3.0 g (13 mmol) of p-dibromobenzene was dissolved in 100 ml of anhydrous diethyl ether, and under room temperature and an argon stream, 8.0 ml (13 mmol) of 1.6M n-butyllithium (hexane solution) was gradually added dropwise, followed by stirring for 1 minute. Further, 2.8 g (14 mmol) of trimethyltin chloride was added, and refluxed at 50° C. for 2 hours. After the reaction, the reaction solution was cooled, saturated ammonium chloride solution was added, and the mixture was extracted with diethyl... The reactants are O=C1CCC(=O)N1Br, Cn1c(N)cc(=O)[nH]c1=O, CN(C)C=O. Yields the product Cn1c(N)c(Br)c(=O)[nH]c1=O. As a reaction SMILES: [Br:11][N:12]1[C:13](=[O:14])[CH2:15][CH2:16][C:17]1=[O:18].[NH2:1][c:2]1[cH:3][c:4](=[O:10])[nH:5][c:6](=[O:9])[n:7]1[CH3:8].[O:19]=[CH:20][N:21]([CH3:22])[CH3:23]>>[NH2:1][c:2]1[c:3]([Br:11])[c:4](=[O:10])[nH:5][c:6](=[O:9])[n:7]1[CH3:8]. Starting materials: COC=1C=C(C2=C(N=C(S2)CN2N=C(C3=CC=CC=C3C2=O)CC(=O)O)C1)OC (3-(5,7-dimethoxy-2-benzothiazolylmethyl)-4-oxo-3H-phthalazin-1-yl acetic acid). The solvent is Br (hydrobromic acid). Product: OC=1C=C(C2=C(N=C(S2)CN2N=C(C3=CC=CC=C3C2=O)CC(=O)O)C1)O (3-(5,7-Dihydroxy-2-benzothiazolylmethyl)-4-oxo-3H-phthalazin-1-ylacetic acid). As a reaction SMILES: C[O:2][C:3]1[CH:4]=[C:5]([O:28]C)[C:6]2[S:10][C:9]([CH2:11][N:12]3[C:21](=[O:22])[C:20]4[C:15](=[CH:16][CH:17]=[CH:18][CH:19]=4)[C:14]([CH2:23][C:24]([OH:26])=[O:25])=[N:13]3)=[N:8][C:7]=2[CH:27]=1>Br>[OH:2][C:3]1[CH:4]=[C:5]([OH:28])[C:6]2[S:10][C:9]([CH2:11][N:12]3[C:21](=[O:22])[C:20]4[C:15](=[CH:16][CH:17]=[CH:18][CH:19]=4)[C:14]([CH2:23][C:24]([OH:26])=[O:25])=[N:13]3)=[N:8][C:7]=2[CH:27]=1. Procedure details: A mixture of 3-(5,7-dimethoxy-2-benzothiazolylmethyl)-4-oxo-3H-phthalazin-1-yl acetic acid (0.5 g) and aqueous hydrobromic acid (10 ml, 48%) was refluxed for 4 hours. The hot solution was cooled to room temperature and than poured onto ice-water (50 ml). The resulting pink colored solid was filtered, washed with water (20 ml) and dried. The dried solid was crystallized from methanol to yield the product (0.31 g; m.p. 184° C.). Reactants: ClC1=CC=C(C=C1)C1=NC=2N(C(=C1)C(F)(F)F)N=CC2C(=O)O (5-(4-chloro-phenyl)-7-trifluoromethyl-pyrazolo[1,5-a]pyrimidine-3-carboxylic acid), NC1=NC=C(C(=N)NO)C=C1 (6-amino-N-hydroxy-nicotinamidine). Yields the product ClC1=CC=C(C=C1)C1=NC=2N(C(=C1)C(F)(F)F)N=CC2C2=NC(=NO2)C=2C=CC(=NC2)N (5-{5-[5-(4-Chloro-phenyl)-7-trifluoromethyl-pyrazolo[1,5-a]pyrimidin-3-yl]-[1,2,4]oxadiazol-3-yl}-pyridin-2-ylamine). Reaction SMILES: [Cl:1][C:2]1[CH:7]=[CH:6][C:5]([C:8]2[CH:13]=[C:12]([C:14]([F:17])([F:16])[F:15])[N:11]3[N:18]=[CH:19][C:20]([C:21](O)=[O:22])=[C:10]3[N:9]=2)=[CH:4][CH:3]=1.[NH2:24][C:25]1[CH:34]=[CH:33][C:28]([C:29]([NH:31]O)=[NH:30])=[CH:27][N:26]=1>>[Cl:1][C:2]1[CH:7]=[CH:6][C:5]([C:8]2[CH:13]=[C:12]([C:14]([F:17])([F:16])[F:15])[N:11]3[N:18]=[CH:19][C:20]([C:21]4[O:22][N:31]=[C:29]([C:28]5[CH:33]=[CH:34][C:25]([NH2:24])=[N:26][CH:27]=5)[N:30]=4)=[C:10]3[N:9]=2)=[CH:4][CH:3]=1. Procedure details: The title compound was prepared from 5-(4-chloro-phenyl)-7-trifluoromethyl-pyrazolo[1,5-a]pyrimidine-3-carboxylic acid (example C.4) (171 mg, 0.5 mmol) and 6-amino-N-hydroxy-nicotinamidine (example B.4) (114 mg, 0.75 mmol) according to general procedure II. Obtained after flash chromatography on silica gel (ethyl acetate/heptane) and further purification by crystallization (dichloromethane/hexane) as a yellow solid (81 mg, 36%). MS (ISP) 458.1 [(M+H)+]; mp 253° C. The reactants are CCN(C(C)C)C(C)C, CCOC(=O)C1=C(O)c2c(OC)cccc2C2(CCOCC2)C1=O, Cl, CC(C)(C)OC(=O)CN, C1COCCO1. Yields the product COc1cccc2c1C(O)=C(C(=O)NCC(=O)OC(C)(C)C)C(=O)C21CCOCC1. RXN SMILES: [CH2:35]([N:36]([CH:37]([CH3:38])[CH3:39])[CH:40]([CH3:41])[CH3:42])[CH3:43].[CH3:1][O:2][c:3]1[c:4]2[c:9]([cH:10][cH:11][cH:12]1)[C:8]1([C:7](=[O:18])[C:6]([C:19](=[O:20])[O:21][CH2:22][CH3:23])=[C:5]2[OH:24])[CH2:13][CH2:14][O:15][CH2:16][CH2:17]1.[ClH:25].[NH2:26][CH2:27][C:28](=[O:29])[O:30][C:31]([CH3:32])([CH3:33])[CH3:34].[O:44]1[CH2:45][CH2:46][O:47][CH2:48][CH2:49]1>>[CH3:1][O:2][c:3]1[c:4]2[c:9]([cH:10][cH:11][cH:12]1)[C:8]1([C:7](=[O:18])[C:6]([C:19](=[O:20])[NH:26][CH2:27][C:28](=[O:29])[O:30][C:31]([CH3:32])([CH3:33])[CH3:34])=[C:5]2[OH:24])[CH2:13][CH2:14][O:15][CH2:16][CH2:17]1. Reactants: ClCCl, CC(C)CC(C(=O)O)N1CC2=C(Oc3c(Cl)cccc3C2)C1=O, Nc1nccs1, O, On1nnc2ccccc21. Product: CC(C)CC(C(=O)Nc1nccs1)N1CC2=C(Oc3c(Cl)cccc3C2)C1=O. As a reaction SMILES: [CH2:40]([Cl:41])[Cl:42].[Cl:1][c:2]1[cH:3][cH:4][cH:5][c:6]2[c:23]1[O:22][C:9]1=[C:8]([CH2:7]2)[CH2:12][N:11]([CH:13]([C:14](=[O:15])[OH:16])[CH2:17][CH:18]([CH3:19])[CH3:20])[C:10]1=[O:21].[NH2:24][c:25]1[s:26][cH:27][cH:28][n:29]1.[OH2:43].[OH:30][n:31]1[c:32]2[cH:33][cH:34][cH:35][cH:36][c:37]2[n:38][n:39]1>>[Cl:1][c:2]1[cH:3][cH:4][cH:5][c:6]2[c:23]1[O:22][C:9]1=[C:8]([CH2:7]2)[CH2:12][N:11]([CH:13]([C:14](=[O:15])[NH:24][c:25]2[s:26][cH:27][cH:28][n:29]2)[CH2:17][CH:18]([CH3:19])[CH3:20])[C:10]1=[O:21]. Starting materials: CCCCOCCOc1ccc(-c2ccc3c(c2)C=C(C(=O)Nc2ccc(SCc4cccnc4OC)cc2)CCN3CC(C)C)cc1, ClCCl, O=C(OO)c1cccc(Cl)c1, [Na+], [Na+], O=S([O-])([O-])=S. Yields the product CCCCOCCOc1ccc(-c2ccc3c(c2)C=C(C(=O)Nc2ccc(S(=O)Cc4cccnc4OC)cc2)CCN3CC(C)C)cc1. As a reaction SMILES: [CH2:1]([CH2:2][CH2:3][CH3:4])[O:5][CH2:6][CH2:7][O:8][c:9]1[cH:10][cH:11][c:12](-[c:15]2[cH:16][cH:17][c:18]3[c:19]([cH:48]2)[CH:20]=[C:21]([C:29](=[O:30])[NH:31][c:32]2[cH:33][cH:34][c:35]([S:38][CH2:39][c:40]4[c:41]([O:46][CH3:47])[n:42][cH:43][cH:44][cH:45]4)[cH:36][cH:37]2)[CH2:22][CH2:23][N:24]3[CH2:25][CH:26]([CH3:27])[CH3:28])[cH:13][cH:14]1.[CH2:67]([Cl:68])[Cl:69].[Cl:49][c:50]1[cH:51][cH:52][cH:53][c:54]([C:55]([O:56][OH:58])=[O:57])[cH:59]1.[Na+:65].[Na+:66].[S:60]([O-:61])([O-:62])(=[O:63])=[S:64]>>[CH2:1]([CH2:2][CH2:3][CH3:4])[O:5][CH2:6][CH2:7][O:8][c:9]1[cH:10][cH:11][c:12](-[c:15]2[cH:16][cH:17][c:18]3[c:19]([cH:48]2)[CH:20]=[C:21]([C:29](=[O:30])[NH:31][c:32]2[cH:33][cH:34][c:35]([S:38]([CH2:39][c:40]4[c:41]([O:46][CH3:47])[n:42][cH:43][cH:44][cH:45]4)=[O:57])[cH:36][cH:37]2)[CH2:22][CH2:23][N:24]3[CH2:25][CH:26]([CH3:27])[CH3:28])[cH:13][cH:14]1. Reactants: Brc1cccc(Br)n1, CN(C)C1CCC(=O)CC1, [Li]CCCC, ClCCl. Product: CN(C)C1CCC(O)(c2cccc(Br)n2)CC1. RXN SMILES: [Br:1][c:2]1[n:3][c:4]([Br:8])[cH:5][cH:6][cH:7]1.[CH3:14][N:15]([CH:16]1[CH2:17][CH2:18][C:19](=[O:22])[CH2:20][CH2:21]1)[CH3:23].[CH3:9][CH2:10][CH2:11][CH2:12][Li:13].[Cl:24][CH2:25][Cl:26]>>[c:2]1([C:19]2([OH:22])[CH2:18][CH2:17][CH:16]([N:15]([CH3:14])[CH3:23])[CH2:21][CH2:20]2)[n:3][c:4]([Br:8])[cH:5][cH:6][cH:7]1. Reactants: NC(=O)C(c1ccccc1)(c1ccccc1)C1CCNC1, CC(=O)O[BH-](OC(C)=O)OC(C)=O, O=C([O-])[O-], COC(CCCCCC=O)OC, ClCCl, [K+], [K+], [Na+]. Yields the product COC(CCCCCCN1CCC(C(C(N)=O)(c2ccccc2)c2ccccc2)C1)OC. As a reaction SMILES: [C:1]([NH2:2])(=[O:3])[C:4]([c:5]1[cH:6][cH:7][cH:8][cH:9][cH:10]1)([c:11]1[cH:12][cH:13][cH:14][cH:15][cH:16]1)[CH:17]1[CH2:18][NH:19][CH2:20][CH2:21]1.[C:34]([O:35][BH-:36]([O:37][C:38](=[O:39])[CH3:40])[O:41][C:42](=[O:43])[CH3:44])(=[O:45])[CH3:46].[C:48](=[O:49])([O-:50])[O-:51].[CH3:22][O:23][CH:24]([CH2:25][CH2:26][CH2:27][CH2:28][CH2:29][CH:30]=[O:31])[O:32][CH3:33].[Cl:54][CH2:55][Cl:56].[K+:52].[K+:53].[Na+:47]>>[C:1]([NH2:2])(=[O:3])[C:4]([c:5]1[cH:6][cH:7][cH:8][cH:9][cH:10]1)([c:11]1[cH:12][cH:13][cH:14][cH:15][cH:16]1)[CH:17]1[CH2:18][N:19]([CH2:30][CH2:29][CH2:28][CH2:27][CH2:26][CH2:25][CH:24]([O:23][CH3:22])[O:32][CH3:33])[CH2:20][CH2:21]1.